From a dataset of the Open Reaction Database (ORD), a public repository of structured organic reaction records. describe an organic reaction: reactants, conditions, products, and yield The reactants are Cc1cc(C2Nc3ccc(C(=O)O)cc3CC2(C)C)cc(N2CCOCC2)c1, CN(C)c1ccncc1, NS(=O)(=O)C1CC1, ClCCl. Product: Cc1cc(C2Nc3ccc(C(=O)NS(=O)(=O)C4CC4)cc3CC2(C)C)cc(N2CCOCC2)c1. Reaction SMILES: [CH3:1][C:2]1([CH3:28])[CH:3]([c:15]2[cH:16][c:17]([CH3:27])[cH:18][c:19]([N:21]3[CH2:22][CH2:23][O:24][CH2:25][CH2:26]3)[cH:20]2)[NH:4][c:5]2[cH:6][cH:7][c:8]([C:12](=[O:13])[OH:14])[cH:9][c:10]2[CH2:11]1.[CH3:36][N:37]([CH3:38])[c:39]1[cH:40][cH:41][n:42][cH:43][cH:44]1.[CH:29]1([S:32](=[O:33])(=[O:34])[NH2:35])[CH2:30][CH2:31]1.[Cl:45][CH2:46][Cl:47]>>[CH3:1][C:2]1([CH3:28])[CH:3]([c:15]2[cH:16][c:17]([CH3:27])[cH:18][c:19]([N:21]3[CH2:22][CH2:23][O:24][CH2:25][CH2:26]3)[cH:20]2)[NH:4][c:5]2[cH:6][cH:7][c:8]([C:12](=[O:14])[NH:35][S:32]([CH:29]3[CH2:30][CH2:31]3)(=[O:33])=[O:34])[cH:9][c:10]2[CH2:11]1.